describe an organic reaction: reactants, conditions, products, and yield From a dataset of the Open Reaction Database (ORD), a public repository of structured organic reaction records. Reactants: BrCC=1C=C(C(C#N)=CC1)C#N (4-Bromomethyl-phthalonitrile), ClC=1C=CC(N(C1)C1=NC=C(C=C1)CC=1N=CN(C1)C(C1=CC=CC=C1)(C1=CC=CC=C1)C1=CC=CC=C1)=O (5-chloro-5'-(1-trityl-1H-imidazol-4-ylmethyl)-[1,2']bipyridinyl-2-one). Run in CC#N (CH3CN). Reaction conditions: temperature 60 celsius. Product: ClC=1C=CC(N(C1)C1=NC=C(C=C1)CC1=CN=CN1CC=1C=C(C(C#N)=CC1)C#N)=O (4-[5-(5-Chloro-2-oxo-2H-[1,2']bipyridinyl-5'-ylmethyl)-imidazol-1-ylmethyl]-phthalonitrile). RXN SMILES: Br[CH2:2][C:3]1[CH:4]=[C:5]([C:11]#[N:12])[C:6](=[CH:9][CH:10]=1)[C:7]#[N:8].[Cl:13][C:14]1[CH:15]=[CH:16][C:17](=[O:51])[N:18]([C:20]2[CH:25]=[CH:24][C:23]([CH2:26][C:27]3[N:28]=[CH:29][N:30](C(C4C=CC=CC=4)(C4C=CC=CC=4)C4C=CC=CC=4)[CH:31]=3)=[CH:22][N:21]=2)[CH:19]=1>CC#N>[Cl:13][C:14]1[CH:15]=[CH:16][C:17](=[O:51])[N:18]([C:20]2[CH:25]=[CH:24][C:23]([CH2:26][C:27]3[N:28]([CH2:2][C:3]4[CH:4]=[C:5]([C:11]#[N:12])[C:6](=[CH:9][CH:10]=4)[C:7]#[N:8])[CH:29]=[N:30][CH:31]=3)=[CH:22][N:21]=2)[CH:19]=1. Procedure: 4-Bromomethyl-phthalonitrile from step 3 (50 mg, 0.28 mmol) and 5-chloro-5'-(1-trityl-1H-imidazol-4-ylmethyl)-[1,2']bipyridinyl-2-one from Example 23, Step 5 (150 mg, 0.28 mmol) were dissolved in CH3CN (1.4 ml) and heated to 60° C. for 16 hours. The solvent was removed in vacuo and redissolved in MeOH (1.4 ml). The reaction mixture was heated to 60° C. for several hours. Solvent was removed in vacuo and the resulting residue was purified by flash chromatography [4% MeOH(5% NH4OH)/CH2Cl2 ] to yie... The reactants are II (iodine), [B-](F)(F)(F)F.[B-](F)(F)(F)F.C1C[N+]2(CC[N+]1(CC2)CCl)F (Selectfluor), FC(C=1C=C2N=C(C=3N(C2=CC1)C=CN3)NCCCO)(F)F (3-{[7-(trifluoromethyl)imidazo[1,2-a]quinoxalin-4-yl]amino}propan-1-ol). Solvent: C(C)#N (acetonitrile). Yields the product IC1=CN=C2N1C1=CC=C(C=C1N=C2NCCCO)C(F)(F)F (3-{[1-iodo-7-(trifluoromethyl)imidazo[1,2-a]quinoxalin-4-yl]amino}propan-1-ol), solid. Yield: 32.1%. RXN SMILES: [I:1]I.[B-](F)(F)(F)F.[B-](F)(F)(F)F.C1[N+]2(CCl)CC[N+](F)(CC2)C1.[F:24][C:25]([F:45])([F:44])[C:26]1[CH:27]=[C:28]2[C:33](=[CH:34][CH:35]=1)[N:32]1[CH:36]=[CH:37][N:38]=[C:31]1[C:30]([NH:39][CH2:40][CH2:41][CH2:42][OH:43])=[N:29]2>C(#N)C>[I:1][C:36]1[N:32]2[C:33]3[C:28]([N:29]=[C:30]([NH:39][CH2:40][CH2:41][CH2:42][OH:43])[C:31]2=[N:38][CH:37]=1)=[CH:27][C:26]([C:25]([F:44])([F:24])[F:45])=[CH:35][CH:34]=3 |f:1.2.3|. Procedure details: To a 10-min stirred mixture of iodine (245 mg, 0.966 mmol, 0.6 eq) with Selectfluor™ (399 mg, 1.13 mmol, 0.7 eq) in acetonitrile (10 mL) under argon is added the 3-{[7-(trifluoromethyl)imidazo[1,2-a]quinoxalin-4-yl]amino}propan-1-ol (500 mg, 1.61 mmol, 1 eq). The dark red mixture is stirred at rt for 24 h. The precipitate is filtered out, washed with acetonitrile and dissolved in 150 mL of EtOAc. This organic phase is washed with a saturated solution of ammonium chloride, a saturated solution of... Starting materials: Cl (hydrochloric acid), C(C)(C)(C)OC(NC1=C(C=C(C(=C1)F)F)N)=O ((2-amino-4,5-difluoro-phenyl)-carbamic acid tert-butyl ester), COC1=C(C(=O)O)C=CC(=N1)OC (2,6-dimethoxynicotinic acid), C(C1=CC=CC=C1)[N+]#[C-] (benzylisocyanide), C([O-])(O)=O.[Na+] (sodium bicarbonate). The solvent is CO (methanol), O1CCOCC1 (dioxane), CO (methanol). Reaction conditions: time 5 minute. Product: C(C1=CC=CC=C1)NC(C(N1C(=NC2=C1C=C(C(=C2)F)F)C=2C(=NC(=CC2)OC)OC)C2CCCCC2)=O (N-Benzyl-2-cyclohexyl-2-[2-(2,6-dimethoxy-pyridin-3-yl)-5,6-difluoro-benzoimidazol-1-yl]-acetamide). As a reaction SMILES: C(O[C:6](=O)[NH:7][C:8]1[CH:13]=[C:12]([F:14])[C:11]([F:15])=[CH:10][C:9]=1[NH2:16])(C)(C)C.[CH3:18][O:19][C:20]1[N:28]=[C:27]([O:29][CH3:30])[CH:26]=[CH:25][C:21]=1[C:22](O)=O.[CH2:31]([N+:38]#[C-])[C:32]1[CH:37]=[CH:36][CH:35]=[CH:34][CH:33]=1.Cl.[C:41](=[O:44])(O)[O-].[Na+]>CO.O1CCOCC1>[CH2:31]([NH:38][C:41](=[O:44])[CH:6]([CH:8]1[CH2:13][CH2:12][CH2:11][CH2:10][CH2:9]1)[N:7]1[C:8]2[CH:13]=[C:12]([F:14])[C:11]([F:15])=[CH:10][C:9]=2[N:16]=[C:22]1[C:21]1[C:20]([O:19][CH3:18])=[N:28][C:27]([O:29][CH3:30])=[CH:26][CH:25]=1)[C:32]1[CH:37]=[CH:36][CH:35]=[CH:34][CH:33]=1 |f:4.5|. Procedure: 10.0 g (40.94 mmol) (2-amino-4,5-difluoro-phenyl)-carbamic acid tert-butyl ester were dissolved in 60 ml methanol, then 5.91 ml (49.13 mmol) cyclohexylcarbaldehyde (commercially available) were added. After stirring for 5 min. at room temperature the solution was treated with 7.50 g (40.94 mmol) 2,6-dimethoxynicotinic acid commercially available), followed by an addition of 5.0 ml (40.94 mmol) benzylisocyanide (commercially available). From the clear, light brown and slightly warm solution a sus... Reactants: C(C)C=1C=C(C(=O)O)C=CC1 (3-Ethylbenzoic acid), S(=O)(Cl)Cl (thionyl chloride). The reagents and catalysts are CN(C=O)C (N,N-dimethylformamide). Run at time 2 hour. The product is C(C)C=1C=C(C(=O)Cl)C=CC1 (3-ethylbenzoyl chloride). RXN SMILES: [CH2:1]([C:3]1[CH:4]=[C:5]([CH:9]=[CH:10][CH:11]=1)[C:6](O)=[O:7])[CH3:2].S(Cl)([Cl:14])=O>CN(C)C=O>[CH2:1]([C:3]1[CH:4]=[C:5]([CH:9]=[CH:10][CH:11]=1)[C:6]([Cl:14])=[O:7])[CH3:2]. Procedure details: 3-Ethylbenzoic acid (9.40 g, 62.6 mmol) was added slowly to thionyl chloride (45 mL) at 0° C., and N,N-dimethylformamide (3 drops) was added dropwise. The obtained reaction mixture was refluxed under heating as it was for 2 h. The reaction mixture was concentrated and used without purification in the next reaction. Starting materials: C, CCOC(=O)C(=Cc1ccc(OCCc2nc(-c3ccccc3)oc2C)cc1)C(=O)OCC, CO, C1CCOC1, [Pd]. Yields the product CCOC(=O)C(Cc1ccc(OCCc2nc(-c3ccccc3)oc2C)cc1)C(=O)OCC. As a reaction SMILES: [C:41].[CH3:1][c:2]1[c:3]([CH2:13][CH2:14][O:15][c:16]2[cH:17][cH:18][c:19]([CH:20]=[C:21]([C:22](=[O:23])[O:24][CH2:25][CH3:26])[C:27](=[O:28])[O:29][CH2:30][CH3:31])[cH:32][cH:33]2)[n:4][c:5](-[c:7]2[cH:8][cH:9][cH:10][cH:11][cH:12]2)[o:6]1.[CH3:34][OH:35].[O:36]1[CH2:37][CH2:38][CH2:39][CH2:40]1.[Pd:42]>>[CH3:1][c:2]1[c:3]([CH2:13][CH2:14][O:15][c:16]2[cH:17][cH:18][c:19]([CH2:20][CH:21]([C:22](=[O:23])[O:24][CH2:25][CH3:26])[C:27](=[O:28])[O:29][CH2:30][CH3:31])[cH:32][cH:33]2)[n:4][c:5](-[c:7]2[cH:8][cH:9][cH:10][cH:11][cH:12]2)[o:6]1. Starting materials: C(C=C)O[C@H]1C2=C(S([C@H]1CN1C=NC=C1)=O)C=C(C=C2)Cl (cis 3-allyloxy-6-chloro-2,3-dihydro-2-(1H-1-imidazolylmethyl)benzo[b]thiophene-1-oxide), FC(C(=O)OC(C(F)(F)F)=O)(F)F (trifluoroacetic anhydride), C(Cl)(Cl)Cl (CHCl3). The solvent is C1(=CC=CC=C1)C (toluene). Product: C(C=C)C1(C(C2=C(S1)C=C(C=C2)Cl)=O)CN2C=NC=C2 (2-allyl-6-chloro-2,3-dihydro-2-(1H-1-imidazolylmethyl) benzo[b]thiophene-3-one). As a reaction SMILES: C([O:4][C@@H:5]1[C@H:9]([CH2:10][N:11]2[CH:15]=[CH:14][N:13]=[CH:12]2)[S:8](=O)[C:7]2[CH:17]=[C:18]([Cl:21])[CH:19]=[CH:20][C:6]1=2)C=C.FC(F)(F)C(O[C:27](=O)[C:28](F)(F)F)=O.[CH:35](Cl)(Cl)Cl>C1(C)C=CC=CC=1>[CH2:35]([C:9]1([CH2:10][N:11]2[CH:15]=[CH:14][N:13]=[CH:12]2)[S:8][C:7]2[CH:17]=[C:18]([Cl:21])[CH:19]=[CH:20][C:6]=2[C:5]1=[O:4])[CH:27]=[CH2:28]. Reported procedure: Reflux 15.2 g (47.1 mmole) of cis 3-allyloxy-6-chloro-2,3-dihydro-2-(1H-1-imidazolylmethyl)benzo[b]thiophene-1-oxide and 9.97 mL (70.6 mole) of trifluoroacetic anhydride in 150 mL of toluene for 1 hr. Pour the reaction mixture into 1 liter of CHCl3 and extract it with 1 liter of 5% aqueous Na2CO3 followed by 1 liter of H2O. Dry the organic layer over anhydrous MgSO4 and evaporate the solvent in vacuo. Chromatograph the oily residue on 500 g of silica gel eluting with CHCl3 to give 2-allyl-6-chlo... Yields the product C(F)(F)C(F)(F)COS(=O)(=O)CC (HCF2CF2CH2OSO2CH2CH3). RXN SMILES: [CH:1]([C:4]([CH2:7][OH:8])([F:6])[F:5])([F:3])[F:2].N1C=CC=CC=1.[CH2:15]([S:17](Cl)(=[O:19])=[O:18])[CH3:16].Cl.N1C=CC=CC=1>>[CH:1]([C:4]([CH2:7][O:8][S:17]([CH2:15][CH3:16])(=[O:19])=[O:18])([F:6])[F:5])([F:3])[F:2] |f:3.4|. Reported procedure: A 10-L four-neck flask was equipped with a refluxing pipe and a dropping funnel to serve as a reactor. To the flask were added HCF2CF2CH2OH (445.35 g; 3.37 mol) and pyridine (306.31 g; 3.88 mol) in an ice bath, and the mixture was stirred. Using the dropping funnel, ethanesulfonyl chloride (411.4 g; 3.20 mol) was dropped, with care for heat generation. The reaction solution changed its color gradually to milky white as pyridine hydrochloride was produced. After the end of the reaction, the react... Reactants: Cl.N1=CC=CC=C1 (pyridine hydrochloride), C(F)(F)C(F)(F)CO (HCF2CF2CH2OH), N1=CC=CC=C1 (pyridine), C(C)S(=O)(=O)Cl (ethanesulfonyl chloride). Starting materials: CN(C)C=O, FC(F)=C(F)F, Nc1ccc(O)cc1F, [K+], [OH-], O, Oc1ccccc1. The product is Nc1ccc(OC(F)(F)C(F)F)cc1F. RXN SMILES: [CH3:26][N:27]([CH3:28])[CH:29]=[O:30].[F:12][C:13](=[C:14]([F:15])[F:16])[F:17].[F:1][c:2]1[cH:3][c:4]([OH:9])[cH:5][cH:6][c:7]1[NH2:8].[K+:11].[OH-:10].[OH2:25].[OH:18][c:19]1[cH:20][cH:21][cH:22][cH:23][cH:24]1>>[F:1][c:2]1[cH:3][c:4]([O:9][C:14]([CH:13]([F:12])[F:17])([F:15])[F:16])[cH:5][cH:6][c:7]1[NH2:8]. Reactants: CN1CCN2C(=CC=C2C(F)(F)F)C12CCN(CC2)C(=O)OC(C)(C)C (tert-Butyl 2-methyl-6-(trifluoromethyl)spiro[3,4-dihydropyrrolo[1,2-a]pyrazine-1,4′-piperidine]-1′-carboxylate), O1CCOCC1 (dioxane), Cl (HCl), CO (methanol). Product: Cl.Cl.CN1C2(C=3N(CC1)C(=CC3)C(F)(F)F)CCNCC2 (2′-methyl-6′-(trifluoromethyl)-3′,4′-dihydro-2′H-spiro[piperidine-4,1′-pyrrolo[1,2-a]pyrazine]dihydrochloride). As a reaction SMILES: [CH3:1][N:2]1[C:14]2([CH2:19][CH2:18][N:17](C(OC(C)(C)C)=O)[CH2:16][CH2:15]2)[C:6]2=[CH:7][CH:8]=[C:9]([C:10]([F:13])([F:12])[F:11])[N:5]2[CH2:4][CH2:3]1.O1CCOCC1.CO.[ClH:35]>>[ClH:35].[ClH:35].[CH3:1][N:2]1[CH2:3][CH2:4][N:5]2[C:9]([C:10]([F:11])([F:12])[F:13])=[CH:8][CH:7]=[C:6]2[C:14]21[CH2:19][CH2:18][NH:17][CH2:16][CH2:15]2 |f:4.5.6|. Procedure details: tert-Butyl 2-methyl-6-(trifluoromethyl)spiro[3,4-dihydropyrrolo[1,2-a]pyrazine-1,4′-piperidine]-1′-carboxylate (7.8 g, 20.89 mmol) was stirred in 4M HCl in dioxane (26.10 mL of 4 M, 104.4 mmol) and methanol (22 mL) at room temperature for 1 h. The reaction mixture was evaporated to dryness and the residue was co-evaporated with 100 mL of MTBE to afford 2′-methyl-6′-(trifluoromethyl)-3′,4′-dihydro-2′H-spiro[piperidine-4,1′-pyrrolo[1,2-a]pyrazine]dihydrochloride as a yellow foam/solid (7.23 g, qua...